Dataset: the Open Reaction Database (ORD), a public repository of structured organic reaction records. Task: describe an organic reaction: reactants, conditions, products, and yield The reactants are CN(C)CCS, CN(C)C=O, O=C(CCl)Nc1ccc([N+](=O)[O-])cc1Cl, Cl, [Na+], [Na+], O=C([O-])[O-], O. The product is CN(C)CCSCC(=O)Nc1ccc([N+](=O)[O-])cc1Cl. RXN SMILES: [CH3:23][N:24]([CH2:25][CH2:26][SH:27])[CH3:28].[CH3:30][N:31]([CH3:32])[CH:33]=[O:34].[Cl:1][CH2:2][C:3](=[O:4])[NH:5][c:6]1[c:7]([Cl:15])[cH:8][c:9]([N+:12](=[O:13])[O-:14])[cH:10][cH:11]1.[ClH:22].[Na+:16].[Na+:17].[O-:18][C:19](=[O:20])[O-:21].[OH2:29]>>[CH2:2]([C:3](=[O:4])[NH:5][c:6]1[c:7]([Cl:15])[cH:8][c:9]([N+:12](=[O:13])[O-:14])[cH:10][cH:11]1)[S:27][CH2:26][CH2:25][N:24]([CH3:23])[CH3:28]. The reactants are C(C)(C)(C)OC(=O)NC1=C(C(=CC=C1)OCCC1=CC=C(C=C1)C#N)C (t-Butoxycarbonylamino-3-[2-(4-cyanophenyl)ethoxy]-2-methylbenzene). Run in CCOC(=O)C (EtOAc), Cl (HCl). Reaction conditions: time 8 hour. Product: NC1=C(C(=CC=C1)OCCC1=CC=C(C=C1)C#N)C (Amino-3-[2-(4-cyanophenyl)ethoxy]-2-methylbenzene). The yield is 21.8%. RXN SMILES: C(OC([NH:8][C:9]1[CH:14]=[CH:13][CH:12]=[C:11]([O:15][CH2:16][CH2:17][C:18]2[CH:23]=[CH:22][C:21]([C:24]#[N:25])=[CH:20][CH:19]=2)[C:10]=1[CH3:26])=O)(C)(C)C>CCOC(C)=O.Cl>[NH2:8][C:9]1[CH:14]=[CH:13][CH:12]=[C:11]([O:15][CH2:16][CH2:17][C:18]2[CH:19]=[CH:20][C:21]([C:24]#[N:25])=[CH:22][CH:23]=2)[C:10]=1[CH3:26]. Procedure: t-Butoxycarbonylamino-3-[2-(4cyanophenyl)ethoxy]-2-methylbenzene (2.69 g, 7.64 mmol; from step (ii) above) were dissolved in EtOAc, pre-saturated with HCl(g), (150 mL) under nitrogen and stirred at room temperature overnight. After evaporation of the solvent the residue was partitioned between 10% aqueous HCl and EtOAc. The aqueous phase was washed with EtOAc, basified with NaOH (2M, aq.) and extracted with EtOAc. The combined organic phases were washed with brine, dried (MgSO4) and the solvent ... Reactants: CCOC(=O)N1CCCN(c2nc3ccccc3n2CCOCc2ccco2)CC1, CC(C)O, [K+], [OH-], O. Product: c1coc(COCCn2c(N3CCCNCC3)nc3ccccc32)c1. RXN SMILES: [CH2:1]([O:2][C:3](=[O:4])[N:6]1[CH2:7][CH2:8][N:9]([c:13]2[n:14][c:15]3[c:16]([n:17]2[CH2:18][CH2:19][O:20][CH2:21][c:22]2[o:23][cH:24][cH:25][cH:26]2)[cH:27][cH:28][cH:29][cH:30]3)[CH2:10][CH2:11][CH2:12]1)[CH3:5].[CH:33]([OH:34])([CH3:35])[CH3:36].[K+:32].[OH-:31].[OH2:37]>>[NH:6]1[CH2:7][CH2:8][N:9]([c:13]2[n:14][c:15]3[c:16]([n:17]2[CH2:18][CH2:19][O:20][CH2:21][c:22]2[o:23][cH:24][cH:25][cH:26]2)[cH:27][cH:28][cH:29][cH:30]3)[CH2:10][CH2:11][CH2:12]1.